Dataset: the Open Reaction Database (ORD), a public repository of structured organic reaction records. Task: describe an organic reaction: reactants, conditions, products, and yield Starting materials: CN1CCC(CC1)(O)C1=C(C=CC=C1)CC1=CC=CC=C1 (1-methyl-4-(α-phenyl-2-tolyl)-4-piperidinol), C(C)(=O)Cl (acetyl chloride). Solvent: CCOCC (ether). Run at time 94 hour. The product is Cl.C(C)(=O)OC1(CCN(CC1)C)C1=C(C=CC=C1)CC1=CC=CC=C1 (4-acetoxy-1-methyl-4-(α-phenyl-2-tolyl)piperidine hydrochloride). As a reaction SMILES: [CH3:1][N:2]1[CH2:7][CH2:6][C:5]([C:9]2[CH:14]=[CH:13][CH:12]=[CH:11][C:10]=2[CH2:15][C:16]2[CH:21]=[CH:20][CH:19]=[CH:18][CH:17]=2)([OH:8])[CH2:4][CH2:3]1.[C:22]([Cl:25])(=[O:24])[CH3:23]>CCOCC>[ClH:25].[C:22]([O:8][C:5]1([C:9]2[CH:14]=[CH:13][CH:12]=[CH:11][C:10]=2[CH2:15][C:16]2[CH:21]=[CH:20][CH:19]=[CH:18][CH:17]=2)[CH2:4][CH2:3][N:2]([CH3:1])[CH2:7][CH2:6]1)(=[O:24])[CH3:23] |f:3.4|. Procedure: 1.41 g of 1-methyl-4-(α-phenyl-2-tolyl)-4-piperidinol, Example 1, is treated with 4.0 ml of acetyl chloride with cooling and stirring. The resulting suspension is stirred at ambient temperature under nitrogen for one hour and then permitted to stand for 94 hours. The mixture is diluted with 10 ml of ether and filtered. The filter cake is washed with ether and then recrystallized from absolute ethanol to give colorless crystals, mp 205°-206° C. of 4-acetoxy-1-methyl-4-(α-phenyl-2-tolyl)piperidine... The reactants are COC1=CC=C(N=N1)N (6-Methoxy-pyridazin-3-ylamine), [H-].[Na+] (sodium hydride), [N+](=O)([O-])C1=CC=C(C=C1)OC(=O)N1CC(C1)OC1=NC=C(C=C1)C1=C(C=CC=C1)F (3-[5-(2-Fluoro-phenyl)-pyridin-2-yloxy]-azetidine-1-carboxylic acid 4-nitro-phenyl ester). Run in CN(C)C=O (DMF), CN(C)C=O (DMF). Run at time 16 hour. Yields the product COC1=CC=C(N=N1)NC(=O)N1CC(C1)OC1=NC=C(C=C1)C1=C(C=CC=C1)F (3-[5-(2-Fluoro-phenyl)-pyridin-2-yloxy]-azetidine-1-carboxylic acid (6-methoxy-pyridazin-3-yl)-amide). Isolated yield 37.0%. As a reaction SMILES: [CH3:1][O:2][C:3]1[N:8]=[N:7][C:6]([NH2:9])=[CH:5][CH:4]=1.[H-].[Na+].[N+](C1C=CC([O:21][C:22]([N:24]2[CH2:27][CH:26]([O:28][C:29]3[CH:34]=[CH:33][C:32]([C:35]4[CH:40]=[CH:39][CH:38]=[CH:37][C:36]=4[F:41])=[CH:31][N:30]=3)[CH2:25]2)=O)=CC=1)([O-])=O>CN(C=O)C>[CH3:1][O:2][C:3]1[N:8]=[N:7][C:6]([NH:9][C:22]([N:24]2[CH2:25][CH:26]([O:28][C:29]3[CH:34]=[CH:33][C:32]([C:35]4[CH:40]=[CH:39][CH:38]=[CH:37][C:36]=4[F:41])=[CH:31][N:30]=3)[CH2:27]2)=[O:21])=[CH:5][CH:4]=1 |f:1.2|. Procedure: To a solution of 6-Methoxy-pyridazin-3-ylamine (39 mg, 0.31 mmol, [Cas. No. 7252-84-8]) in DMF (3 mL) at 0° C. was added sodium hydride (20 mg, 0.5 mmol, 60% disp. in mineral oil). After stirring at 0° C. for 15 min. a solution of 3-[5-(2-Fluoro-phenyl)-pyridin-2-yloxy]-azetidine-1-carboxylic acid 4-nitro-phenyl ester (102 mg, 0.25 mmol) in DMF (4 mL) was added dropwise. After stirring for 16 hrs at ambient temperature the reaction mixture was concentrated in vacuo, diluted with ethyl acetate (5... The reactants are Br.C(C)(C)NC=1SC=C(N1)C(=O)O (2-(Isopropylamino)-1,3-thiazole-4-carboxylic acid hydrobromide), NC1=CC=CC=C1 (aniline), N1=CC=CC=C1 (pyridine), C(=O)(O)[O-].[Na+] (NaHCO3), O=P(Cl)(Cl)Cl (POCl3). Run at temperature -30 celsius, time 1 hour. Yields the product C(C)(=O)C1=C(C=C(C=C1)OC)NC(=O)C=1N=C(SC1)NC(C)C (N-(2-Acetyl-5-methoxyphenyl)-2-(isopropylamino)-1,3-thiazole-4-carboxamide). The yield is 76.0%. Reaction SMILES: Br.[CH:2]([NH:5][C:6]1[S:7][CH:8]=[C:9]([C:11]([OH:13])=O)[N:10]=1)([CH3:4])[CH3:3].[NH2:14][C:15]1[CH:20]=[CH:19][CH:18]=[CH:17][CH:16]=1.[O:21]=P(Cl)(Cl)Cl.[C:26]([O-:29])(O)=O.[Na+].N1[CH:36]=[CH:35]C=CC=1>>[C:35]([C:16]1[CH:17]=[CH:18][C:19]([O:29][CH3:26])=[CH:20][C:15]=1[NH:14][C:11]([C:9]1[N:10]=[C:6]([NH:5][CH:2]([CH3:3])[CH3:4])[S:7][CH:8]=1)=[O:13])(=[O:21])[CH3:36] |f:0.1,4.5|. Reported procedure: A mixture of compound 46 (4.4 g, 16.5 mmol) and the aniline derivative 93 (2.75 g, 16.5 mmol) in pyridine (140 mL) was cooled to −30° C. (upon cooling, the clear solution became partially a suspension). POCl3 (3.3 mL, 35 mmol) was added slowly over a 5 min period. The mixture was stirred at −30° C. for 1 h, and was then allowed to assume rt. After stirring at rt for 1.5 h the reaction mixture was poured over ice, and the pH was adjusted to about 9-10 using solid and saturated NaHCO3. The crude p... Yields the product CC(F)(F)c1ccc(Cn2ccc(NC(=O)C=Cc3c(F)ccc(F)c3Cl)n2)o1. Reaction SMILES: [Cl:17][c:18]1[c:19]([CH:26]=[CH:27][C:28](=[O:29])[OH:30])[c:20]([F:25])[cH:21][cH:22][c:23]1[F:24].[F:1][C:2]([CH3:3])([F:4])[c:5]1[cH:6][cH:7][c:8]([CH2:10][n:11]2[n:12][c:13]([NH2:16])[cH:14][cH:15]2)[o:9]1>>[F:1][C:2]([CH3:3])([F:4])[c:5]1[cH:6][cH:7][c:8]([CH2:10][n:11]2[n:12][c:13]([NH:16][C:28]([CH:27]=[CH:26][c:19]3[c:18]([Cl:17])[c:23]([F:24])[cH:22][cH:21][c:20]3[F:25])=[O:29])[cH:14][cH:15]2)[o:9]1. The reactants are O=C(O)C=Cc1c(F)ccc(F)c1Cl, CC(F)(F)c1ccc(Cn2ccc(N)n2)o1.